This data is from the Open Reaction Database (ORD), a public repository of structured organic reaction records. The task is: describe an organic reaction: reactants, conditions, products, and yield The reactants are C(C)(C)(C)NC(=O)C=1N(CCNC1)C(CC)=O (1-propionyl-1,4,5,6-tetrahydropyrazine-2-carboxylic acid tert-butylamide), C(C)(=O)Cl (acetyl chloride), O (water), C(O)([O-])=O.[Na+] (sodium hydrogen carbonate). Run in C(C)(=O)OCCCC (butyl acetate), C(C)(=O)OCCCC.C(C)#N (butyl acetate acetonitrile). Conditions: temperature 50 celsius, time 40 minute. Product: C(C)(C)(C)NC(=O)C=1N(CCN(C1)C(C)=O)C(CC)=O (4-Acetyl-1-propionyl-1,4,5,6-tetrahydropyrazine-2-carboxylic acid tert-butylamide). Isolated yield 92.7%. As a reaction SMILES: [C:1]([NH:5][C:6]([C:8]1[N:9]([C:14](=[O:17])[CH2:15][CH3:16])[CH2:10][CH2:11][NH:12][CH:13]=1)=[O:7])([CH3:4])([CH3:3])[CH3:2].C(=O)([O-])O.[Na+].[C:23](Cl)(=[O:25])[CH3:24].O>C(OCCCC)(=O)C.C(#N)C.C(OCCCC)(=O)C>[C:1]([NH:5][C:6]([C:8]1[N:9]([C:14](=[O:17])[CH2:15][CH3:16])[CH2:10][CH2:11][N:12]([C:23](=[O:25])[CH3:24])[CH:13]=1)=[O:7])([CH3:4])([CH3:3])[CH3:2] |f:1.2,5.6|. Procedure details: 168.7 g (0.705 mol) of 1-propionyl-1,4,5,6-tetrahydropyrazine-2-carboxylic acid tert-butylamide was placed in 1.92 l of a butyl acetate/acetonitrile mixture (4:1). The suspension was heated to 50° C. and 68.2 g (0.812 mol) of sodium hydrogen carbonate was added. A solution of 57.0 g (0.726 mol) of acetyl chloride in 120 ml of butyl acetate was added dropwise over 30 minutes. The reaction mixture was then stirred for a further 40 minutes at 50° C. 190 ml of water was added cautiously and the aque... Reactants: CC=1C(NC(=NC1C)NCC1=NC=CC=C1)=O (5,6-dimethyl-2-[(pyridin-2-ylmethyl)amino]pyrimidin-4(3H)-one), O(Cl)Cl.[P+5] (phosphorus (V) oxychloride). The reagents and catalysts are CN(C=O)C (dimethylformamide). Product: ClC1=NC(=NC(=C1C)C)NCC1=NC=CC=C1 (4-chloro-5,6-dimethyl-N-(pyridin-2-ylmethyl)pyrimidin-2-amine). Yield: 74.0%. As a reaction SMILES: [CH3:1][C:2]1[C:3](=O)[NH:4][C:5]([NH:9][CH2:10][C:11]2[CH:16]=[CH:15][CH:14]=[CH:13][N:12]=2)=[N:6][C:7]=1[CH3:8].O(Cl)[Cl:19].[P+5]>CN(C)C=O>[Cl:19][C:3]1[C:2]([CH3:1])=[C:7]([CH3:8])[N:6]=[C:5]([NH:9][CH2:10][C:11]2[CH:16]=[CH:15][CH:14]=[CH:13][N:12]=2)[N:4]=1 |f:1.2|. Reported procedure: A solution of 5,6-dimethyl-2-[(pyridin-2-ylmethyl)amino]pyrimidin-4(3H)-one (7.0 g, 32.6 mmol, Step B) in phosphorus (V) oxychloride (30 mL) with addition of 1 drop of dimethylformamide was refluxed overnight under nitrogen. Then excess phosphorus (V) oxychloride was removed under reduced pressure. Toluene (30 mL) was added, and the reaction mixture was evaporated under reduced pressure. The residue was diluted with 5% aqueous sodium bicarbonate (100 mL) and extracted with ethyl acetate (2×200 m... Starting materials: ice acetone, COC1=CC=2C3=C(NC2C=C1)C(CC3)CC(=O)OCC (ethyl 2-(7-methoxy-1,2,3,4-tetrahydrocyclopenta[b]indol-3-yl)acetate), B(Br)(Br)Br (BBr3), ice, C(=O)([O-])[O-].[K+].[K+] (K2CO3). Run in C(Cl)Cl (DCM), C(Cl)Cl (DCM), C(Cl)Cl (DCM). Run at temperature -2.5 celsius. Yields the product OC1=CC=2C3=C(NC2C=C1)C(CC3)CC(=O)OCC (Ethyl 2-(7-Hydroxy-1,2,3,4-tetrahydrocyclopenta[b]indol-3-yl)acetate). Isolated yield 20.4%. RXN SMILES: B(Br)(Br)Br.C[O:6][C:7]1[CH:15]=[CH:14][C:13]2[NH:12][C:11]3[CH:16]([CH2:19][C:20]([O:22][CH2:23][CH3:24])=[O:21])[CH2:17][CH2:18][C:10]=3[C:9]=2[CH:8]=1.C([O-])([O-])=O.[K+].[K+]>C(Cl)Cl>[OH:6][C:7]1[CH:15]=[CH:14][C:13]2[NH:12][C:11]3[CH:16]([CH2:19][C:20]([O:22][CH2:23][CH3:24])=[O:21])[CH2:17][CH2:18][C:10]=3[C:9]=2[CH:8]=1 |f:2.3.4|. Reported procedure: DCM (305 mL) was transferred to a 1 L 3-necked round-bottomed flask and cooled to −11° C. (internal) (ice acetone bath). BBr3 (72.0 mL, 761 mmol) was added to the DCM with stirring. A solution of ethyl 2-(7-methoxy-1,2,3,4-tetrahydrocyclopenta[b]indol-3-yl)acetate (41.62 g, 152 mmol) in DCM (145 mL) was added in drops maintaining the internal temperature of about −5 to 0° C. After the addition the reaction was stirred for 1 h below about 0° C. The reaction mixture was slowly poured into mixture ... Yields the product CCCNC(=O)c1ccccc1NC(=O)OC(C)(C)C. As a reaction SMILES: [C:1]([CH3:2])([CH3:3])([CH3:4])[O:5][C:6](=[O:7])[NH:8][c:9]1[c:10]([C:11](=[O:12])[OH:13])[cH:14][cH:15][cH:16][cH:17]1.[C:49](=[O:50])([OH:51])[O-:52].[CH2:18]([CH2:19][CH3:20])[NH2:21].[CH3:28][N:29]([CH3:30])[CH2:31][CH2:32][CH2:33][N:34]=[C:35]=[N:36][CH2:37][CH3:38].[ClH:27].[Na+:53].[O:22]1[CH2:23][CH2:24][CH2:25][CH2:26]1.[OH:39][n:40]1[c:41]2[cH:42][cH:43][cH:44][cH:45][c:46]2[n:47][n:48]1>>[C:1]([CH3:2])([CH3:3])([CH3:4])[O:5][C:6](=[O:7])[NH:8][c:9]1[c:10]([C:11](=[O:13])[NH:21][CH2:18][CH2:19][CH3:20])[cH:14][cH:15][cH:16][cH:17]1. Reactants: CC(C)(C)OC(=O)Nc1ccccc1C(=O)O, O=C([O-])O, CCCN, CCN=C=NCCCN(C)C, Cl, [Na+], C1CCOC1, On1nnc2ccccc21. Reactants: N1(CCC2=CC=CC=C12)C1=C(C=CC=C1)NC(=O)N1CCN(CC1)C (N-[2-(2,3-dihydro-1H-indol-1-yl)phenyl]-4-methyl-1-piperazinecarboxamide). Solvent: P(=O)(Cl)(Cl)Cl (phosphorus oxychloride). Product: CN1CCN(CC1)C1=NC2=C(N3C4=C1C=CC=C4CC3)C=CC=C2 (6-(4-methyl-1-piperazinyl)-1,2-dihydrobenzo[b]pyrrolo[3,2,1-jk][1,4]benzodiazepine). The yield is 10.0%. RXN SMILES: [N:1]1([C:10]2[CH:15]=[CH:14][CH:13]=[CH:12][C:11]=2[NH:16][C:17]([N:19]2[CH2:24][CH2:23][N:22]([CH3:25])[CH2:21][CH2:20]2)=O)[C:9]2[C:4](=[CH:5][CH:6]=[CH:7][CH:8]=2)[CH2:3][CH2:2]1>P(Cl)(Cl)(Cl)=O>[CH3:25][N:22]1[CH2:21][CH2:20][N:19]([C:17]2[C:8]3[CH:7]=[CH:6][CH:5]=[C:4]4[CH2:3][CH2:2][N:1]([C:9]=34)[C:10]3[CH:15]=[CH:14][CH:13]=[CH:12][C:11]=3[N:16]=2)[CH2:24][CH2:23]1. Procedure: To 21.1 g (0.0627 mole) of N-[2-(2,3-dihydro-1H-indol-1-yl)phenyl]-4-methyl-1-piperazinecarboxamide of Example 7a was added 500 ml of phosphorus oxychloride and this was refluxed under nitrogen overnight. The excess POCl3 was then removed at aspirator pressure with warming. The residue was boiled and triturated on the steam bath with 600 ml of absolute ethanol until solution resulted. This solution was cooled and stirred resulting in separation of a solid. This solid was collected, washed with e... The yield is 95.4%. Reaction SMILES: [Cl:1][C:2]1[C:3]([CH:9]=[O:10])=[N:4][CH:5]=[C:6](Cl)[N:7]=1.[CH3:11][O-:12].[Na+]>CO>[Cl:1][C:2]1[C:3]([CH:9]=[O:10])=[N:4][CH:5]=[C:6]([O:12][CH3:11])[N:7]=1 |f:1.2|. Run in CO (methanol). Product: ClC=1C(=NC=C(N1)OC)C=O (3-chloro-5-methoxy-pyrazine-2-carbaldehyde). Reaction conditions: temperature 0 celsius, time 2 hour. Procedure details: To a solution of 3,5-dichloro-pyrazine-2-carbaldehyde (150 mg, 0.85 mmol) in methanol (5 mL) is added sodium methoxide (25% w/w in MeOH, 183 mg, 0.85 mmol) at 0° C. After the mixture is stirred at 0° C. for 2 hours and then at room temperature overnight, the reaction is quenched with saturated NH4Cl (1 mL) and solvent removed in vacuo until dryness. DCM (20 mL) is added, and the solution is dried and solvent removed to give 140 mg of 3-chloro-5-methoxy-pyrazine-2-carbaldehyde as an oil. Starting materials: ClC=1C(=NC=C(N1)Cl)C=O (3,5-dichloro-pyrazine-2-carbaldehyde), C[O-].[Na+] (sodium methoxide). Starting materials: BrC=1C(=NC=C(C(=O)OC)C1)OC1=CC(=CC=C1)C(F)(F)F (methyl 5-bromo-6-(3-(trifluoromethyl)phenoxy)nicotinate), [Li+].[OH-] (LiOH). The solvent is CO (methanol), O1CCCC1 (tetrahydrofuran), O (water). Reaction conditions: time 3 hour. The product is BrC=1C(=NC=C(C(=O)O)C1)OC1=CC(=CC=C1)C(F)(F)F (5-bromo-6-(3-(trifluoromethyl)phenoxy)nicotinic acid). Yield: 102.3%. Reaction SMILES: [Br:1][C:2]1[C:3]([O:12][C:13]2[CH:18]=[CH:17][CH:16]=[C:15]([C:19]([F:22])([F:21])[F:20])[CH:14]=2)=[N:4][CH:5]=[C:6]([CH:11]=1)[C:7]([O:9]C)=[O:8].[Li+].[OH-]>CO.O1CCCC1.O>[Br:1][C:2]1[C:3]([O:12][C:13]2[CH:18]=[CH:17][CH:16]=[C:15]([C:19]([F:21])([F:22])[F:20])[CH:14]=2)=[N:4][CH:5]=[C:6]([CH:11]=1)[C:7]([OH:9])=[O:8] |f:1.2|. Procedure: To a solution of methyl 5-bromo-6-(3-(trifluoromethyl)phenoxy)nicotinate (610 mg, 1.62 mmol) in methanol (4.00 mL), tetrahydrofuran (THF) (4 mL) and water (2.000 mL) was added LiOH (117 mg, 4.87 mmol) at rt. The reaction mixture was stirred at rt for 3 h, quenched with HCl and concentrated. Purification via ISCO system (ethyl acetate/petroleum ether=1/10) afforded the title product (600 mg). Reactants: ClC=1C=C(C=CC1)C1=CC=C(C=C1)C[C@H](CC(=O)OCC)NC(C(=O)NN)=O ((R)-ethyl 4-(3′-chlorobiphenyl-4-yl)-3-(2-hydrazinyl-2-oxoacetamido)butanoate), intermediate 15, C1=CN(C=N1)C(=O)N2C=CN=C2 (CDI). Solvent: C1CCOC1 (THF). Conditions: time 18 hour. Yields the product ClC=1C=C(C=CC1)C1=CC=C(C=C1)C[C@H](CC(=O)OCC)NC(=O)C=1OC(NN1)=O ((R)-ethyl 4-(3′-chlorobiphenyl-4-yl)-3-(5-oxo-4,5-dihydro-1,3,4-oxadiazole-2-carboxamido)butanoate). Reaction SMILES: [Cl:1][C:2]1[CH:3]=[C:4]([C:8]2[CH:13]=[CH:12][C:11]([CH2:14][C@@H:15]([NH:22][C:23](=[O:28])[C:24]([NH:26][NH2:27])=[O:25])[CH2:16][C:17]([O:19][CH2:20][CH3:21])=[O:18])=[CH:10][CH:9]=2)[CH:5]=[CH:6][CH:7]=1.C1N=CN([C:34](N2C=NC=C2)=[O:35])C=1>C1COCC1>[Cl:1][C:2]1[CH:3]=[C:4]([C:8]2[CH:13]=[CH:12][C:11]([CH2:14][C@@H:15]([NH:22][C:23]([C:24]3[O:25][C:34](=[O:35])[NH:27][N:26]=3)=[O:28])[CH2:16][C:17]([O:19][CH2:20][CH3:21])=[O:18])=[CH:10][CH:9]=2)[CH:5]=[CH:6][CH:7]=1. Procedure: To a solution of (R)-ethyl 4-(3′-chlorobiphenyl-4-yl)-3-(2-hydrazinyl-2-oxoacetamido)butanoate, (intermediate 15: 289 mg, 0.72 mmol) in THF (8.5 mL) is added CDI (139 mg, 0.86 mmol) at room temperature. After stirring for 18 hour at room temperature, the reaction is quenched with H2O and 1M HCl, and the crude is diluted with EtOAc. The organic layer is washed with brine, dried over Na2SO4, filtered, and concentrated under reduced pressure. The obtained residue is purified by RP-HPLC (SunFire C18...